Dataset: the Open Reaction Database (ORD), a public repository of structured organic reaction records. Task: describe an organic reaction: reactants, conditions, products, and yield Reactants: BrC=1C=C(C=C(C1)C1=CC=C(C=C1)C#N)COCC1(CCN(CC1)C(=O)OC(C)(C)C)C1=CC=CC=C1 (tert-Butyl 4-(((5-bromo-4′-cyanobiphenyl-3-yl)methoxy)methyl)-4-phenylpiperidine-1-carboxylate), CN(C=O)C (dimethylformamide). Product: C(#N)C1=CC=C(C=C1)C1=CC(=CC(=C1)C#N)COCC1(CCN(CC1)C(=O)OC(C)(C)C)C1=CC=CC=C1 (tert-Butyl 4-(((4′,5-dicyanobiphenyl-3-yl)methoxy)methyl)-4-phenylpiperidine-1-carboxylate). RXN SMILES: Br[C:2]1[CH:3]=[C:4]([CH2:16][O:17][CH2:18][C:19]2([C:32]3[CH:37]=[CH:36][CH:35]=[CH:34][CH:33]=3)[CH2:24][CH2:23][N:22]([C:25]([O:27][C:28]([CH3:31])([CH3:30])[CH3:29])=[O:26])[CH2:21][CH2:20]2)[CH:5]=[C:6]([C:8]2[CH:13]=[CH:12][C:11]([C:14]#[N:15])=[CH:10][CH:9]=2)[CH:7]=1.[CH3:38][N:39](C)C=O>[Pd].C1(P(C2C=CC=CC=2)C2C=CC=CC=2)C=CC=CC=1.C1(P(C2C=CC=CC=2)C2C=CC=CC=2)C=CC=CC=1.C1(P(C2C=CC=CC=2)C2C=CC=CC=2)C=CC=CC=1.C1(P(C2C=CC=CC=2)C2C=CC=CC=2)C=CC=CC=1.[C-]#N.[Zn+2].[C-]#N>[C:14]([C:11]1[CH:12]=[CH:13][C:8]([C:6]2[CH:7]=[C:2]([C:38]#[N:39])[CH:3]=[C:4]([CH2:16][O:17][CH2:18][C:19]3([C:32]4[CH:33]=[CH:34][CH:35]=[CH:36][CH:37]=4)[CH2:20][CH2:21][N:22]([C:25]([O:27][C:28]([CH3:30])([CH3:29])[CH3:31])=[O:26])[CH2:23][CH2:24]3)[CH:5]=2)=[CH:9][CH:10]=1)#[N:15] |f:2.3.4.5.6,7.8.9|. Procedure details: tert-Butyl 4-(((5-bromo-4′-cyanobiphenyl-3-yl)methoxy)methyl)-4-phenylpiperidine-1-carboxylate (52 mg, 0.09 mmol), tetrakis(triphenylphosphine) palladium(0) (14 mg, 0.01 mmol), and zinc cyanide (12 mg, 0.1 mmol) were combined in dimethylformamide (1.5 mL). The reaction mixture was degassed repeatedly using the freeze-pump-thaw method. After warming to room temperature, the reaction was heated at 90° C. for 1 h, cooled to room temperature, and concentrated. Flash chromatography on silica gel (30%... Reagents/catalysts: [C-]#N.[Zn+2].[C-]#N (zinc cyanide), [Pd].C1(=CC=CC=C1)P(C1=CC=CC=C1)C1=CC=CC=C1.C1(=CC=CC=C1)P(C1=CC=CC=C1)C1=CC=CC=C1.C1(=CC=CC=C1)P(C1=CC=CC=C1)C1=CC=CC=C1.C1(=CC=CC=C1)P(C1=CC=CC=C1)C1=CC=CC=C1 (tetrakis(triphenylphosphine) palladium(0)). The reactants are COC(CCN(C1=CC=CC=C1)C(C1=CC(=C(C=C1)NC)[N+](=O)[O-])=O)=O (3-[(4-Methylamino-3-nitro-benzoyl)-phenyl-amino]propionic acid methyl ester). The reagents and catalysts are [Pd] (Pd). Solvent: C(C)O (ethanol). Product: COC(CCN(C1=CC=CC=C1)C(C1=CC(=C(C=C1)NC)N)=O)=O (3-[(3-Amino-4-methylamino-benzoyl)-phenyl-amino]propionic acid methyl ester). RXN SMILES: [CH3:1][O:2][C:3](=[O:26])[CH2:4][CH2:5][N:6]([C:13](=[O:25])[C:14]1[CH:19]=[CH:18][C:17]([NH:20][CH3:21])=[C:16]([N+:22]([O-])=O)[CH:15]=1)[C:7]1[CH:12]=[CH:11][CH:10]=[CH:9][CH:8]=1>C(O)C.[Pd]>[CH3:1][O:2][C:3](=[O:26])[CH2:4][CH2:5][N:6]([C:13](=[O:25])[C:14]1[CH:19]=[CH:18][C:17]([NH:20][CH3:21])=[C:16]([NH2:22])[CH:15]=1)[C:7]1[CH:8]=[CH:9][CH:10]=[CH:11][CH:12]=1. Reported procedure: The nitro group of product 1a was reduced by hydrogenation at room temperature in ethanol with Pd (10% on charcoal) as catalyst. Reactants: CCOC(C)=O, C[Mg+], CI, [Cl-], [I-], [Mg], [NH4+], CCCCCC(=O)C=CC1CC1(C(=O)OCC)C(=O)OCC, O, c1ccccc1. Yields the product CCCCCC(C)(O)C=CC1CC1(C(=O)OCC)C(=O)OCC. Reaction SMILES: [C:38]([O:39][CH2:40][CH3:41])(=[O:42])[CH3:43].[CH3:2][Mg+:3].[CH3:5][I:6].[Cl-:29].[I-:1].[Mg:4].[NH4+:30].[O:7]=[C:8]([CH:9]=[CH:10][CH:11]1[C:12]([C:14](=[O:15])[O:16][CH2:17][CH3:18])([C:19](=[O:20])[O:21][CH2:22][CH3:23])[CH2:13]1)[CH2:24][CH2:25][CH2:26][CH2:27][CH3:28].[OH2:31].[cH:32]1[cH:33][cH:34][cH:35][cH:36][cH:37]1>>[CH3:2][C:8]([OH:7])([CH:9]=[CH:10][CH:11]1[C:12]([C:14](=[O:15])[O:16][CH2:17][CH3:18])([C:19](=[O:20])[O:21][CH2:22][CH3:23])[CH2:13]1)[CH2:24][CH2:25][CH2:26][CH2:27][CH3:28]. Reactants: CCN=C=NCCCN(C)C, CN(C)C=O, CC(C)c1ccc(N)cc1, Cl, O=C(O)C1CCOc2c1cccc2[N+](=O)[O-], O, On1nnc2ccccc21. Reaction SMILES: [CH2:39]([N:40]=[C:41]=[N:42][CH2:43][CH2:44][CH2:45][N:46]([CH3:47])[CH3:48])[CH3:49].[CH3:50][N:51]([CH3:52])[CH:53]=[O:54].[CH:17]([CH3:18])([CH3:19])[c:20]1[cH:21][cH:22][c:23]([NH2:24])[cH:25][cH:26]1.[ClH:38].[N+:1](=[O:2])([O-:3])[c:4]1[cH:5][cH:6][cH:7][c:8]2[c:13]1[O:12][CH2:11][CH2:10][CH:9]2[C:14](=[O:15])[OH:16].[OH2:27].[OH:28][n:29]1[c:30]2[cH:31][cH:32][cH:33][cH:34][c:35]2[n:36][n:37]1>>[N+:1](=[O:2])([O-:3])[c:4]1[cH:5][cH:6][cH:7][c:8]2[c:13]1[O:12][CH2:11][CH2:10][CH:9]2[C:14](=[O:16])[NH:24][c:23]1[cH:22][cH:21][c:20]([CH:17]([CH3:18])[CH3:19])[cH:26][cH:25]1. Yields the product CC(C)c1ccc(NC(=O)C2CCOc3c2cccc3[N+](=O)[O-])cc1. As a reaction SMILES: [C:1](=[O:12])(OC(Cl)(Cl)Cl)OC(Cl)(Cl)Cl.[NH:13]1[CH2:18][CH2:17][S:16][CH2:15][CH2:14]1.[C@H:19]1([NH:28][C:29]2[CH:38]=[CH:37][C:36]3[C:31](=[CH:32][CH:33]=[C:34]([NH2:39])[CH:35]=3)[N:30]=2)[C:27]2[C:22](=[CH:23][CH:24]=[CH:25][CH:26]=2)[CH2:21][CH2:20]1>>[C@H:19]1([NH:28][C:29]2[CH:38]=[CH:37][C:36]3[C:31](=[CH:32][CH:33]=[C:34]([NH:39][C:1]([N:13]4[CH2:18][CH2:17][S:16][CH2:15][CH2:14]4)=[O:12])[CH:35]=3)[N:30]=2)[C:27]2[C:22](=[CH:23][CH:24]=[CH:25][CH:26]=2)[CH2:21][CH2:20]1. The product is [C@H]1(CCC2=CC=CC=C12)NC1=NC2=CC=C(C=C2C=C1)NC(=O)N1CCSCC1 (Thiomorpholine-4-carboxylic acid [2-((R)-indan-1-ylamino)-quinolin-6-yl]-amide). Reported procedure: The title compound was prepared in accordance with the general method 4 described in example 16 from bis(trichloromethyl) carbonate, thiomorpholine and (R)—N2-indan-1-yl-quinoline-2,6-diamine; MS: m/e=405.5 (M+H+). Starting materials: C(OC(Cl)(Cl)Cl)(OC(Cl)(Cl)Cl)=O (bis(trichloromethyl) carbonate), N1CCSCC1 (thiomorpholine), [C@H]1(CCC2=CC=CC=C12)NC1=NC2=CC=C(C=C2C=C1)N ((R)—N2-indan-1-yl-quinoline-2,6-diamine).